Dataset: the Open Reaction Database (ORD), a public repository of structured organic reaction records. Task: describe an organic reaction: reactants, conditions, products, and yield The reactants are COC(=O)C=1C=C(C=CC1)C1=CC(=CC=C1)NCCNC(=O)OC(C)(C)C (methyl-3′-[(2-[[(tert-butoxy)carbonyl]amino]ethyl)amino]-[1,1′-biphenyl]-3-carboxylate), Cl (HCl). Solvent: O1CCOCC1 (dioxane), CCOCC (ether). Conditions: time 16 hour. The product is COC(=O)C=1C=C(C=CC1)C1=CC(=CC=C1)NCCN (Methyl-3′-[(-2-aminoethyl)amino]-[1,1′-biphenyl]-3-carboxylate). Isolated yield 22.0%. Reaction SMILES: [CH3:1][O:2][C:3]([C:5]1[CH:6]=[C:7]([C:11]2[CH:16]=[CH:15][CH:14]=[C:13]([NH:17][CH2:18][CH2:19][NH:20]C(OC(C)(C)C)=O)[CH:12]=2)[CH:8]=[CH:9][CH:10]=1)=[O:4].Cl>O1CCOCC1.CCOCC>[CH3:1][O:2][C:3]([C:5]1[CH:6]=[C:7]([C:11]2[CH:16]=[CH:15][CH:14]=[C:13]([NH:17][CH2:18][CH2:19][NH2:20])[CH:12]=2)[CH:8]=[CH:9][CH:10]=1)=[O:4]. Reported procedure: To methyl-3′-[(2-[[(tert-butoxy)carbonyl]amino]ethyl)amino]-[1,1′-biphenyl]-3-carboxylate (730 mg) was added 4 N HCl in dioxane (20 mL) and the mixture was stirred under nitrogen for 16 h. The white mixture was diluted with ether, and the dihydrochloride salt of the title compound was collected as a white solid (566 mg) by suction filtration. A portion of this material (128 mg) was partitioned between saturated aqueous sodium bicarbonate (30 mL) and ethyl acetate (30 mL). The combined organic la... As a reaction SMILES: [CH3:25][N:26]([CH3:27])[CH:28]=[O:29].[N:16]([O:17][CH2:18][CH2:19][CH:20]([CH3:21])[CH3:22])=[O:23].[NH2:1][c:2]1[c:3]([C:11](=[O:12])[O:13][CH2:14][CH3:15])[s:4][c:5]([S:9][CH3:10])[c:6]1[C:7]#[N:8].[OH2:24]>>[cH:2]1[c:3]([C:11](=[O:12])[O:13][CH2:14][CH3:15])[s:4][c:5]([S:9][CH3:10])[c:6]1[C:7]#[N:8]. Yields the product CCOC(=O)c1cc(C#N)c(SC)s1. Starting materials: CN(C)C=O, CC(C)CCON=O, CCOC(=O)c1sc(SC)c(C#N)c1N, O. The reactants are P(OC(C)C)(OC(C)C)OC(C)C (Triisopropyl phosphite), P(=O)(O)(O)C1OC(CC1)Br (2-phosphono-5-bromotetrahydrofuran), Cl (hydrochloric acid). Reaction conditions: temperature 170 celsius. Yields the product P(=O)(O)(O)C1OC(CC1)P(=O)(O)O (2,5-diphosphonotetrahydrofuran). RXN SMILES: [P:1]([O:10]C(C)C)([O:6]C(C)C)[O:2]C(C)C.[P:14]([CH:18]1[CH2:22][CH2:21][CH:20](Br)[O:19]1)([OH:17])([OH:16])=[O:15].Cl>>[P:14]([CH:18]1[CH2:22][CH2:21][CH:20]([P:1]([OH:2])([OH:6])=[O:10])[O:19]1)([OH:17])([OH:16])=[O:15]. Reported procedure: Triisopropyl phosphite (0.33 ml, 1.2 mmol) was added to the 2-phosphono-5-bromotetrahydrofuran prepared in accordance with the process of Example II. The mixture was heated over a period of one half hour under a nitrogen atmosphere to 170° C. It was held at this temperature for two and one quarter hours and then cooled to room temperature. Concentrated hydrochloric acid (15 ml) was added and the resulting mixture was heated to reflux for five hours. The volatile components were removed under vac... Starting materials: CCOC(=O)C1=C(NC(=C(C1C=2C=CC=CC2Cl)C(=O)OC)C)COCCN (amlodipine), C(C1=CC=CC=C1)OC(=O)[C@H](CCC(=O)O)NC(=O)OC(C)(C)C ((S)-4-benzyloxycarbonyl-4-t-butoxycarbonylaminobutanoic acid), Cl.CN(CCCN=C=NCC)C (1-(3-dimethylaminopropyl)-3-ethylcarbodiimide hydrochloride), ON1N=NC2=C1C=CC=C2 (1-hydroxybenzotriazole), ( a ), ( b ), Cl (hydrogen chloride). Run in ClCCl (dichloromethane), C(C)N(CC)CC (triethylamine). Product: N[C@@H](CCC(=O)NCCOCC=1NC(=C(C(C1C(=O)OCC)C1=C(C=CC=C1)Cl)C(=O)OC)C)C(=O)OCC1=CC=CC=C1 (2-[2-(-(S)-4-Amino-4-benzyloxycarbonylbutanamido)ethoxymethyl]-4-(2-chlorophenyl)-3-ethoxycarbonyl-5-methoxycarbonyl-6-methyl-1,4-dihydropyridine). The yield is 17.2%. As a reaction SMILES: [CH3:1][CH2:2][O:3][C:4]([C:6]1[CH:11]([C:12]2[CH:13]=[CH:14][CH:15]=[CH:16][C:17]=2[Cl:18])[C:10]([C:19]([O:21][CH3:22])=[O:20])=[C:9]([CH3:23])[NH:8][C:7]=1[CH2:24][O:25][CH2:26][CH2:27][NH2:28])=[O:5].[CH2:29]([O:36][C:37]([C@@H:39]([NH:45]C(OC(C)(C)C)=O)[CH2:40][CH2:41][C:42](O)=[O:43])=[O:38])[C:30]1[CH:35]=[CH:34][CH:33]=[CH:32][CH:31]=1.Cl.CN(C)CCCN=C=NCC.ON1C2C=CC=CC=2N=N1.Cl>ClCCl.C(N(CC)CC)C>[NH2:45][C@H:39]([C:37]([O:36][CH2:29][C:30]1[CH:35]=[CH:34][CH:33]=[CH:32][CH:31]=1)=[O:38])[CH2:40][CH2:41][C:42]([NH:28][CH2:27][CH2:26][O:25][CH2:24][C:7]1[NH:8][C:9]([CH3:23])=[C:10]([C:19]([O:21][CH3:22])=[O:20])[CH:11]([C:12]2[CH:13]=[CH:14][CH:15]=[CH:16][C:17]=2[Cl:18])[C:6]=1[C:4]([O:3][CH2:2][CH3:1])=[O:5])=[O:43] |f:2.3|. Procedure: The title compound (0.29 g) was prepared as an oil by the reaction of amlodipine (1.1 g), (S)-4-benzyloxycarbonyl-4-t-butoxycarbonylaminobutanoic acid (1.0 g) (commercially available), 1-(3-dimethylaminopropyl)-3-ethylcarbodiimide hydrochloride (0.57 g), 1-hydroxybenzotriazole (0.40 g) and triethylamine (0.30 g) according to method of part (a) of Example 5 followed by treatment of the resulting intermediate in dichloromethane with gaseous hydrogen chloride according to the method of part (b). Reported procedure: A suspension of 5-[4-[(carboxy)methoxy]benzyl]thiazolidine-2-4-dione obtained by following a procedure described in any of Examples 25-28 (100 g, 0.356 M), N-methyl anthranilamide (58.7 g, 0.391 M), and p-toluenesulphonic acid (200 mg) was taken in a round bottom flask fitted with a mechanical stirrer, oil bath and Dean-Stark condenser. The reaction mixture was heated to reflux (internal temperature 150-155° C., oil bath temperature 170-180° C.) for a period of 12-15 h while monitoring the react... Run in CO (methanol). Reaction SMILES: [C:1]([CH2:4][O:5][C:6]1[CH:19]=[CH:18][C:9]([CH2:10][CH:11]2[S:15][C:14](=[O:16])[NH:13][C:12]2=[O:17])=[CH:8][CH:7]=1)(O)=O.[CH3:20][NH:21][C:22](=[O:30])[C:23]1[C:24](=[CH:26][CH:27]=[CH:28][CH:29]=1)[NH2:25].C1(C)C=CC(S(O)(=O)=O)=CC=1>CO>[CH3:20][N:21]1[C:22](=[O:30])[C:23]2[C:24](=[CH:26][CH:27]=[CH:28][CH:29]=2)[N:25]=[C:1]1[CH2:4][O:5][C:6]1[CH:7]=[CH:8][C:9]([CH2:10][CH:11]2[S:15][C:14](=[O:16])[NH:13][C:12]2=[O:17])=[CH:18][CH:19]=1. Run at temperature 175 celsius. The reactants are C(=O)(O)COC1=CC=C(CC2C(NC(S2)=O)=O)C=C1 (5-[4-[(carboxy)methoxy]benzyl]thiazolidine-2-4-dione), C1(=CC=C(C=C1)S(=O)(=O)O)C (p-toluenesulphonic acid), Examples 25-28, CNC(C=1C(N)=CC=CC1)=O (N-methyl anthranilamide). The product is CN1C(=NC2=CC=CC=C2C1=O)COC1=CC=C(CC2C(NC(S2)=O)=O)C=C1 (5-[4-[[3-methyl-4-oxo-3,4-dihydroquinazolin-2-yl]methoxy]benzyl]thiazolidine-2,4-dione). The reactants are O1CCC2=C1C=CC(=C2)C[C@H](C)NCC ((S)-N-[2-(2,3-dihydrobenzofuran-5-yl)-1-methylethyl]ethylamine), C(C)(C)(C)OC(=O)N1CCC(CC1)C=O (1-(tert-butoxycarbonyl)piperidine-4-carboxaldehyde), C(C)(=O)O[BH-](OC(C)=O)OC(C)=O.[Na+] (sodium triacetoxyborohydride). The solvent is ClC(C)Cl (dichloroethane). Reaction conditions: time 16 hour. The product is O1CCC2=C1C=CC(=C2)C[C@H](C)N(CC)CC2CCN(CC2)C(=O)OC(C)(C)C ((S)-N-[2-(2,3-dihydrobenzofuran-5-yl)-1-methylethyl]-N-ethyl-[1-(tert-butoxycarbonyl)piperidin-4-ylmethyl]amine). Isolated yield 80.9%. Reaction SMILES: [O:1]1[C:5]2[CH:6]=[CH:7][C:8]([CH2:10][C@@H:11]([NH:13][CH2:14][CH3:15])[CH3:12])=[CH:9][C:4]=2[CH2:3][CH2:2]1.[C:16]([O:20][C:21]([N:23]1[CH2:28][CH2:27][CH:26]([CH:29]=O)[CH2:25][CH2:24]1)=[O:22])([CH3:19])([CH3:18])[CH3:17].C(O[BH-](OC(=O)C)OC(=O)C)(=O)C.[Na+]>ClC(Cl)C>[O:1]1[C:5]2[CH:6]=[CH:7][C:8]([CH2:10][C@@H:11]([N:13]([CH2:29][CH:26]3[CH2:27][CH2:28][N:23]([C:21]([O:20][C:16]([CH3:17])([CH3:19])[CH3:18])=[O:22])[CH2:24][CH2:25]3)[CH2:14][CH3:15])[CH3:12])=[CH:9][C:4]=2[CH2:3][CH2:2]1 |f:2.3|. Procedure details: To a solution of (S)-N-[2-(2,3-dihydrobenzofuran-5-yl)-1-methylethyl]ethylamine (2.38 grams, 11.6 mmol) and 1-(tert-butoxycarbonyl)piperidine-4-carboxaldehyde (2.47 grams, 11.6 mmol) in dichloroethane (20 ml) was added sodium triacetoxyborohydride (3.67 grams,17.4 mmole). The reaction mixture was stirred for 16 hours at room temperature. The solvent was removed under reduced pressure and the residue was partitioned between dichloromethane and saturated sodium bicarbonate solution. The organic la... Starting materials: C(CCC)(=O)C=1C(C2=C(NC1)C=CS2)=O (6-Butyrylthieno[3,2-b]pyridin-7(4H)-one), P(=O)(Cl)(Cl)Cl (phosphorus oxychloride), N (ammonia). The product is C(CCC)(=O)C=1C(=C2C(=NC1)C=CS2)Cl (6-butyryl-7-chlorothieno[3,2-b]pyridine). Reaction SMILES: [C:1]([C:6]1[C:7](=O)[C:8]2[S:14][CH:13]=[CH:12][C:9]=2[NH:10][CH:11]=1)(=[O:5])[CH2:2][CH2:3][CH3:4].N.P(Cl)(Cl)([Cl:19])=O>>[C:1]([C:6]1[C:7]([Cl:19])=[C:8]2[S:14][CH:13]=[CH:12][C:9]2=[N:10][CH:11]=1)(=[O:5])[CH2:2][CH2:3][CH3:4]. Reported procedure: 6-Butyrylthieno[3,2-b]pyridin-7(4H)-one (7.9 g, 0.0357 mol) and phosphorus oxychloride (30 ml) were heated under reflux for 1 hour. After allowing to cool the reaction mixture was poured onto ice basified with concentrated ammonia solution and extracted with dichloromethane (3×150 ml). The combined dichloromethane extracts were dried, filtered and evaporated to dryness to give 6-butyryl-7-chlorothieno[3,2-b]pyridine, 5.5 g. Recrystallization from hexane gave an analytically pure sample, m.p. 78°... Reactants: CC(C)(C)OC(=O)N1CCCN(c2nc3ccccc3[nH]2)CC1, C=CCBr, CN(C)C=O, CCOC(C)=O, [H-], [Na+]. Product: C=CCn1c(N2CCCN(C(=O)OC(C)(C)C)CC2)nc2ccccc21. As a reaction SMILES: [C:1]([CH3:2])([CH3:3])([CH3:4])[O:5][C:6](=[O:7])[N:8]1[CH2:9][CH2:10][N:11]([c:15]2[n:16][c:17]3[c:18]([nH:19]2)[cH:20][cH:21][cH:22][cH:23]3)[CH2:12][CH2:13][CH2:14]1.[CH2:26]([CH:27]=[CH2:28])[Br:29].[CH3:30][N:31]([CH3:32])[CH:33]=[O:34].[CH3:35][CH2:36][O:37][C:38](=[O:39])[CH3:40].[H-:24].[Na+:25]>>[C:1]([CH3:2])([CH3:3])([CH3:4])[O:5][C:6](=[O:7])[N:8]1[CH2:9][CH2:10][N:11]([c:15]2[n:16]([CH2:28][CH:27]=[CH2:26])[c:17]3[c:18]([n:19]2)[cH:20][cH:21][cH:22][cH:23]3)[CH2:12][CH2:13][CH2:14]1. The reactants are CCOc1cc(C(F)(F)F)ccc1C1=NC(C)(c2ccc(Cl)cc2)C(C)(c2ccc(Cl)cc2)N1C(=O)Cl, OCCNCCO. Yields the product CCOc1cc(C(F)(F)F)ccc1C1=NC(C)(c2ccc(Cl)cc2)C(C)(c2ccc(Cl)cc2)N1C(=O)N(CCO)CCO. As a reaction SMILES: [Cl:1][c:2]1[cH:3][cH:4][c:5]([C:8]2([CH3:37])[N:9]=[C:10]([c:24]3[c:25]([O:34][CH2:35][CH3:36])[cH:26][c:27]([C:30]([F:31])([F:32])[F:33])[cH:28][cH:29]3)[N:11]([C:21](=[O:22])[Cl:23])[C:12]2([CH3:13])[c:14]2[cH:15][cH:16][c:17]([Cl:20])[cH:18][cH:19]2)[cH:6][cH:7]1.[OH:38][CH2:39][CH2:40][NH:41][CH2:42][CH2:43][OH:44]>>[Cl:1][c:2]1[cH:3][cH:4][c:5]([C:8]2([CH3:37])[N:9]=[C:10]([c:24]3[c:25]([O:34][CH2:35][CH3:36])[cH:26][c:27]([C:30]([F:31])([F:32])[F:33])[cH:28][cH:29]3)[N:11]([C:21](=[O:22])[N:41]([CH2:40][CH2:39][OH:38])[CH2:42][CH2:43][OH:44])[C:12]2([CH3:13])[c:14]2[cH:15][cH:16][c:17]([Cl:20])[cH:18][cH:19]2)[cH:6][cH:7]1. Reactants: BrCCCCCl (1-bromo-4-chlorobutane), ice water, 21.6, FC1=CC=C(C(=O)NC=2C=NC=CC2)C=C1 (4-fluoro-N-(3-pyridinyl) benzamide), [H-].[Na+] (sodium hydride). Solvent: CN(C=O)C (N,N-dimethylformamide). Reaction conditions: time 1.5 hour. Product: ClCCCCN(C(C1=CC=C(C=C1)F)=O)C=1C=NC=CC1 (N-(4-chlorobutyl)-4-fluoro-N-(3-pyridinyl)benzamide). The yield is 24.1%. As a reaction SMILES: [F:1][C:2]1[CH:16]=[CH:15][C:5]([C:6]([NH:8][C:9]2[CH:10]=[N:11][CH:12]=[CH:13][CH:14]=2)=[O:7])=[CH:4][CH:3]=1.[H-].[Na+].Br[CH2:20][CH2:21][CH2:22][CH2:23][Cl:24]>CN(C)C=O>[Cl:24][CH2:23][CH2:22][CH2:21][CH2:20][N:8]([C:9]1[CH:10]=[N:11][CH:12]=[CH:13][CH:14]=1)[C:6](=[O:7])[C:5]1[CH:15]=[CH:16][C:2]([F:1])=[CH:3][CH:4]=1 |f:1.2|. Reported procedure: To a stirred solution of 21.6 parts of 4-fluoro-N-(3-pyridinyl) benzamide in 235 parts of N,N-dimethylformamide were added portionwise 5.76 parts of a sodium hydride dispersion 50% at <25° C. under nitrogen atmosphere. After stirring for 1.5 hours at room temperature, the mixture was cooled to 0° C. and 27.8 parts of 1-bromo-4-chlorobutane were added. The reaction mixture was stirred for 3 hours at 60° C. After cooling, the whole was poured into 1000 parts of ice water and the product was extrac...